From a dataset of the Open Reaction Database (ORD), a public repository of structured organic reaction records. describe an organic reaction: reactants, conditions, products, and yield Reactants: CC(=O)c1cc(Br)ccc1O, C1CCNC1, CO, CC(C)C1CCC(=O)C1. The product is CC(C)C1CCC2(CC(=O)c3cc(Br)ccc3O2)C1. RXN SMILES: [Br:10][c:11]1[cH:12][cH:13][c:14]([OH:20])[c:15]([C:17]([CH3:18])=[O:19])[cH:16]1.[CH2:21]1[CH2:22][NH:23][CH2:24][CH2:25]1.[CH3:26][OH:27].[CH:1]([CH3:2])([CH3:3])[CH:4]1[CH2:5][C:6](=[O:9])[CH2:7][CH2:8]1>>[CH:1]([CH3:2])([CH3:3])[CH:4]1[CH2:5][C:6]2([CH2:7][CH2:8]1)[O:9][c:14]1[cH:13][cH:12][c:11]([Br:10])[cH:16][c:15]1[C:17](=[O:19])[CH2:18]2.